Dataset: the Open Reaction Database (ORD), a public repository of structured organic reaction records. Task: describe an organic reaction: reactants, conditions, products, and yield Reactants: ClC=1C(=NC=CC1)N1N=C(C=C1C(=O)Cl)C(F)(F)F (2-(3-chloro-2-pyridyl)-5-(trifluoromethyl)pyrazole-3-carbonyl chloride), C(C)O (ethanol), C([O-])([O-])=O.[K+].[K+] (potassium carbonate), NC1=C(C(=O)N=S(CC)CC)C=C(C=C1C)Cl (2-amino-3-methyl-5-chloro-N-(diethyl-λ4-sulfanylidene)benzamide). Reaction SMILES: C(=O)([O-])[O-].[K+].[K+].[NH2:7][C:8]1[C:21]([CH3:22])=[CH:20][C:19]([Cl:23])=[CH:18][C:9]=1[C:10]([N:12]=[S:13]([CH2:16][CH3:17])[CH2:14][CH3:15])=[O:11].[Cl:24][C:25]1[C:26]([N:31]2[C:35]([C:36](Cl)=[O:37])=[CH:34][C:33]([C:39]([F:42])([F:41])[F:40])=[N:32]2)=[N:27][CH:28]=[CH:29][CH:30]=1.C(O)C>C1(=O)OC(C)CO1>[Cl:24][C:25]1[C:26]([N:31]2[C:35]([C:36]([NH:7][C:8]3[C:9]([C:10](=[O:11])[N:12]=[S:13]([CH2:14][CH3:15])[CH2:16][CH3:17])=[CH:18][C:19]([Cl:23])=[CH:20][C:21]=3[CH3:22])=[O:37])=[CH:34][C:33]([C:39]([F:42])([F:40])[F:41])=[N:32]2)=[N:27][CH:28]=[CH:29][CH:30]=1 |f:0.1.2|. Run in C1(OCC(C)O1)=O (propylene carbonate), C1(OCC(C)O1)=O (propylene carbonate). Yields the product ClC=1C(=NC=CC1)N1N=C(C=C1C(=O)NC1=C(C=C(C=C1C(N=S(CC)CC)=O)Cl)C)C(F)(F)F (2-(3-chloro-2-pyridyl)-N-[2-methyl-4-chloro-6-[(diethyl-λ4-sulfanylidene)carbamoyl]phenyl]-5-(trifluoromethyl)pyrazole-3-carboxamide). Run at time 24 hour. Procedure: To a suspension of potassium carbonate (0.71 g, 10 mmol, 1.3 equiv) and 2-amino-3-methyl-5-chloro-N-(diethyl-λ4-sulfanylidene)benzamide (1.42 g, 3.96 mmol) in propylene carbonate (20 mL) was added a solution of 2-(3-chloro-2-pyridyl)-5-(trifluoromethyl)pyrazole-3-carbonyl chloride (1.35 g, 4.35 mmol, 1.10 equiv.) in propylene carbonate (10 mL) at room temperature. After 24 h at this temperature, the mixture was poured onto water and spiked with ethanol under vigorous stirring. The resulting soli... Reactants: O=[N+]([O-])c1ccc(F)cc1Br, O=C([O-])[O-], Cc1ccccc1, CCN(C(C)C)C(C)C, [Cs+], [Cs+], Nc1nc(Cl)c2[nH]c(=O)n(C3CCOCC3)c2n1, CC(=O)[O-], CC(=O)[O-], [Pd+2], c1ccc(P(c2ccccc2)c2ccc3ccccc3c2-c2c(P(c3ccccc3)c3ccccc3)ccc3ccccc23)cc1. The product is O=c1[nH]c2c(Cl)nc(Nc3cc(F)ccc3[N+](=O)[O-])nc2n1C1CCOCC1. RXN SMILES: [Br:71][c:72]1[c:73]([N+:79](=[O:80])[O-:81])[cH:74][cH:75][c:76]([F:78])[cH:77]1.[C:19](=[O:20])([O-:21])[O-:22].[CH3:91][c:92]1[cH:93][cH:94][cH:95][cH:96][cH:97]1.[CH:82]([N:83]([CH2:84][CH3:85])[CH:86]([CH3:87])[CH3:88])([CH3:89])[CH3:90].[Cs+:23].[Cs+:24].[NH2:1][c:2]1[n:3][c:4]([Cl:18])[c:5]2[nH:6][c:7](=[O:17])[n:8]([CH:11]3[CH2:12][CH2:13][O:14][CH2:15][CH2:16]3)[c:9]2[n:10]1.[O-:103][C:104]([CH3:105])=[O:106].[O-:99][C:100]([CH3:101])=[O:102].[Pd+2:98].[cH:25]1[cH:26][cH:27][c:28]([P:29]([c:30]2[cH:31][cH:32][c:33]3[c:34]([cH:35][cH:36][cH:37][cH:38]3)[c:39]2-[c:40]2[c:41]3[c:42]([cH:43][cH:44][cH:45][cH:46]3)[cH:47][cH:48][c:49]2[P:50]([c:51]2[cH:52][cH:53][cH:54][cH:55][cH:56]2)[c:57]2[cH:58][cH:59][cH:60][cH:61][cH:62]2)[c:63]2[cH:64][cH:65][cH:66][cH:67][cH:68]2)[cH:69][cH:70]1>>[NH:1]([c:2]1[n:3][c:4]([Cl:18])[c:5]2[nH:6][c:7](=[O:17])[n:8]([CH:11]3[CH2:12][CH2:13][O:14][CH2:15][CH2:16]3)[c:9]2[n:10]1)[c:72]1[c:73]([N+:79](=[O:80])[O-:81])[cH:74][cH:75][c:76]([F:78])[cH:77]1. Reactants: OC1=CC=C(C(=O)OC)C=C1 (methyl 4-hydroxybenzoate), C(=O)([O-])[O-].[K+].[K+] (K2CO3), ClC=1C=CC(=C(C=O)C1)F (5-chloro-2-fluorobenzaldehyde). Solvent: CN(C(C)=O)C (N,N-dimethylacetamide). Product: COC(C1=CC=C(C=C1)OC1=C(C=C(C=C1)Cl)C=O)=O (4-(4-chloro-2-formyl-phenoxy)-benzoic acid methyl ester). Yield: 80.7%. RXN SMILES: [Cl:1][C:2]1[CH:3]=[CH:4][C:5](F)=[C:6]([CH:9]=1)[CH:7]=[O:8].[OH:11][C:12]1[CH:21]=[CH:20][C:15]([C:16]([O:18][CH3:19])=[O:17])=[CH:14][CH:13]=1.C([O-])([O-])=O.[K+].[K+]>CN(C)C(=O)C>[CH3:19][O:18][C:16](=[O:17])[C:15]1[CH:20]=[CH:21][C:12]([O:11][C:5]2[CH:4]=[CH:3][C:2]([Cl:1])=[CH:9][C:6]=2[CH:7]=[O:8])=[CH:13][CH:14]=1 |f:2.3.4|. Procedure: In a manner similar to the method described in Example 50a, 5-chloro-2-fluorobenzaldehyde (4.2 g, 26 mmol) (Alfa) was reacted with methyl 4-hydroxybenzoate (4 g, 28 mmol)(Aldrich) and K2CO3 in N,N-dimethylacetamide to give 4-(4-chloro-2-formyl-phenoxy)-benzoic acid methyl ester as a white solid (Yield 6.1 g, 80%). The reactants are N(=[N+]=[N-])[C@H]1C[C@H](N(C1)C(=O)OC(C)(C)C)C ((2R,4S)-tert-butyl 4-azido-2-methylpyrrolidine-1-carboxylate), C(=O)(O)[O-].[Na+] (NaHCO3), TEA, C1(CC1)S(=O)(=O)Cl (cyclopropanesulfonyl chloride). The reagents and catalysts are [OH-].[OH-].[Pd+2] (Pd(OH)2). Solvent: CCO (EtOH), CCO (EtOH). Reaction conditions: time 2 hour. The product is C1(CC1)S(=O)(=O)N[C@H]1C[C@H](N(C1)C(=O)OC(C)(C)C)C ((2R,4S)-tert-butyl 4-(cyclopropanesulfonamido)-2-methylpyrrolidine-1-carboxylate). Isolated yield 48.0%. As a reaction SMILES: [N:1]([C@@H:4]1[CH2:8][N:7]([C:9]([O:11][C:12]([CH3:15])([CH3:14])[CH3:13])=[O:10])[C@H:6]([CH3:16])[CH2:5]1)=[N+]=[N-].[CH:17]1([S:20](Cl)(=[O:22])=[O:21])[CH2:19][CH2:18]1.C([O-])(O)=O.[Na+]>CCO.[OH-].[OH-].[Pd+2]>[CH:17]1([S:20]([NH:1][C@@H:4]2[CH2:8][N:7]([C:9]([O:11][C:12]([CH3:15])([CH3:14])[CH3:13])=[O:10])[C@H:6]([CH3:16])[CH2:5]2)(=[O:22])=[O:21])[CH2:19][CH2:18]1 |f:2.3,5.6.7|. Procedure details: To a slurry of 20 wt % Pd(OH)2 on C (0.605 g, 0.862 mmol) in EtOH (75 mL) was added a solution of (2R,4S)-tert-butyl 4-azido-2-methylpyrrolidine-1-carboxylate (3.9 g, 17 mmol, synthesized as described in Rosen, T.; Chu, D. T. W.; Lico, I. M.; Fernandes, P. B.; Marsh, K.; Shen, L.; Cepa, V. G.; Pernet, A. G. J. Med. Chem. 1988, 31, 1598-1611) in EtOH (25 mL). The reaction mixture was sparged with hydrogen and an atmosphere of hydrogen was maintained via balloon. The reaction mixture was stirred f... Reactants: BrCBr, O=C([O-])[O-], CCOC(=O)c1cc(O)c(O)c(O)c1, [K+], [K+], CN(C)C=O. Yields the product CCOC(=O)c1cc(O)c2c(c1)OCO2. Reaction SMILES: [Br:21][CH2:22][Br:23].[C:15](=[O:16])([O-:17])[O-:18].[CH2:1]([CH3:2])[O:3][C:4]([c:5]1[cH:6][c:7]([OH:13])[c:8]([OH:12])[c:9]([OH:11])[cH:10]1)=[O:14].[K+:19].[K+:20].[O:24]=[CH:25][N:26]([CH3:27])[CH3:28]>>[CH2:1]([CH3:2])[O:3][C:4]([c:5]1[cH:6][c:7]2[c:8]([c:9]([OH:11])[cH:10]1)[O:12][CH2:15][O:13]2)=[O:14]. Starting materials: BrC1=C(C=CC=C1)NC(NC=1C(=NC(=CC1)CC(=O)OCC)OC)=O (ethyl 3-[N′-(2-bromophenyl)ureido]-2-methoxy-6-pyridylacetate), [OH-].[Na+] (NaOH), Cl (HCl). Run in C1CCOC1 (THF). Run at time 5 hour. Yields the product BrC1=C(C=CC=C1)NC(NC=1C(=NC(=CC1)CC(=O)O)OC)=O (3-[N′-(2-bromophenyl)ureido]-2-methoxy-6-pyridylacetic acid). The yield is 88.9%. Reaction SMILES: [Br:1][C:2]1[CH:7]=[CH:6][CH:5]=[CH:4][C:3]=1[NH:8][C:9](=[O:25])[NH:10][C:11]1[C:12]([O:23][CH3:24])=[N:13][C:14]([CH2:17][C:18]([O:20]CC)=[O:19])=[CH:15][CH:16]=1.[OH-].[Na+].Cl>C1COCC1>[Br:1][C:2]1[CH:7]=[CH:6][CH:5]=[CH:4][C:3]=1[NH:8][C:9](=[O:25])[NH:10][C:11]1[C:12]([O:23][CH3:24])=[N:13][C:14]([CH2:17][C:18]([OH:20])=[O:19])=[CH:15][CH:16]=1 |f:1.2|. Procedure details: A mixture of ethyl 3-[N′-(2-bromophenyl)ureido]-2-methoxy-6-pyridylacetate (2.90 g, 7.10 mmol), 0.25 N NaOH (56.8 ml, 14.2 mmol), and THF (50 ml) was stirred for 5 h. The mixture was neutralized with 1 N HCl and the resulting precipitate was collected by filtration. The residue was recrystallized from CHCl3—MeOH-hexane to give 3-[N′-(2-bromophenyl)ureido]-2-methoxy-6-pyridylacetic acid (2.40 g, 89%) as a colorless crystalline powder. mp 195-197 IC; 1H-NMR (DMSO-d6), δ3.59 (s, 2 H), 3.95 (s, 3 H)... The reactants are FC=1C=C(C=O)C=CC1 (3-fluorobenzaldehyde), C[O-].[Na+] (sodium methoxide), ClC1=CC(=C(C=C1)CC#N)F (4-chloro-2-fluorophenylacetonitrile). The solvent is CO (methanol). Yields the product ClC1=CC(=C(C=C1)/C(/C#N)=C/C1=CC(=CC=C1)F)F ((Z)-2-(4-chloro-2-fluoro-phenyl)-3-(3-fluoro-phenyl)-acrylonitrile). The yield is 99.3%. Reaction SMILES: [Cl:1][C:2]1[CH:7]=[CH:6][C:5]([CH2:8][C:9]#[N:10])=[C:4]([F:11])[CH:3]=1.[F:12][C:13]1[CH:14]=[C:15]([CH:18]=[CH:19][CH:20]=1)[CH:16]=O.C[O-].[Na+]>CO>[Cl:1][C:2]1[CH:7]=[CH:6][C:5](/[C:8](=[CH:16]/[C:15]2[CH:18]=[CH:19][CH:20]=[C:13]([F:12])[CH:14]=2)/[C:9]#[N:10])=[C:4]([F:11])[CH:3]=1 |f:2.3|. Procedure details: In a manner similar to the method described in Example 1b, 4-chloro-2-fluorophenylacetonitrile (3.27 g, 19 mmol) was reacted with 3-fluorobenzaldehyde (Aldrich) (2.87 g, 23 mmol), methanolic solution (25 wt %) of sodium methoxide (4.83 mL, 21 mmol) in methanol (90 mL) at 50° C. for 3 h to give (Z)-2-(4-chloro-2-fluoro-phenyl)-3-(3-fluoro-phenyl)-acrylonitrile as a white powder (5.2 g, 98%). Starting materials: C(C1=CC=CC=C1)OC=1C=CC=C2C(=CNC12)CCO (2-(7-(benzyloxy)-1H-indol-3-yl)ethanol), C(=O)[O-].[NH4+] (ammonium formate). Reagents/catalysts: [Pd] (palladium on carbon). The solvent is C(C)O (ethanol). Product: OCCC1=CNC2=C(C=CC=C12)O (3-(2-hydroxyethyl)-1H-indol-7-ol). Isolated yield 76.3%. RXN SMILES: C([O:8][C:9]1[CH:10]=[CH:11][CH:12]=[C:13]2[C:17]=1[NH:16][CH:15]=[C:14]2[CH2:18][CH2:19][OH:20])C1C=CC=CC=1.C([O-])=O.[NH4+]>C(O)C.[Pd]>[OH:20][CH2:19][CH2:18][C:14]1[C:13]2[C:17](=[C:9]([OH:8])[CH:10]=[CH:11][CH:12]=2)[NH:16][CH:15]=1 |f:1.2|. Procedure details: To a solution of 2-(7-(benzyloxy)-1H-indol-3-yl)ethanol (6.31 g, 23.6 mmol) in ethanol (130 mL) are added ammonium formate (6.3 g, 99.9 mmol) and 10% palladium on carbon (50% wet, 555 mg), and the mixture is refluxed for one hour. The reaction solution is cooled to room temperature, and filtered through celite. The solvent is evaporated, and the obtained crude product is purified by silica gel column chromatography (n-hexane:ethyl acetate=1:1) to give 3-(2-hydroxyethyl)-1H-indol-7-ol (3.19 g, 18... Procedure: Treatment of the product of Step D with sodium hydroxide and carbon disulfide by the procedure described in Example 1, Step C, yields 2-methyl-3-hydroxy-4-mercaptomethyl-5-hydroxymethyl-6-vinylpyridine. Yields the product CC1=NC(=C(C(=C1O)CS)CO)C=C (2-methyl-3-hydroxy-4-mercaptomethyl-5-hydroxymethyl-6-vinylpyridine). Reactants: CC1=NC(=C(C(=C1O)CO)CO)C=C (2-methyl-3-hydroxy-4,5-di(hydroxymethyl)-6-vinylpyridine), [OH-].[Na+] (sodium hydroxide), C(=S)=S (carbon disulfide). RXN SMILES: [CH3:1][C:2]1[C:7]([OH:8])=[C:6]([CH2:9]O)[C:5]([CH2:11][OH:12])=[C:4]([CH:13]=[CH2:14])[N:3]=1.[OH-].[Na+].C(=S)=[S:18]>>[CH3:1][C:2]1[C:7]([OH:8])=[C:6]([CH2:9][SH:18])[C:5]([CH2:11][OH:12])=[C:4]([CH:13]=[CH2:14])[N:3]=1 |f:1.2|.